Dataset: the Open Reaction Database (ORD), a public repository of structured organic reaction records. Task: describe an organic reaction: reactants, conditions, products, and yield Starting materials: ClC1=C(C=CC=C1)C=CC=1N(C2=CC=C(C=C2C1)OC)CCO (2-{2-[2-(2-Chlorophenyl)ethenyl]-5-methoxy-1H-indol-1-yl}ethanol), ClC1=C(C=CC=C1)C=CC=1N(C2=CC=C(C=C2C1)OC)CCO (2-{2-[2-(2-Chlorophenyl)ethenyl]-5-methoxy-1H-indol-1-yl}ethanol), III, C1(C=CC(N1)=O)=O (maleimide). Yields the product C1(NC(C2CCC3NC=4C=CC=CC4C3=C21)=O)=O (tetrahydropyrrolo[3,4-c]carbazole-1,3(2H, 3aH)-dione), IV. Yield: 79.0%. Reaction SMILES: ClC1C=CC=CC=1[CH:8]=[CH:9][C:10]1[N:11](CCO)[C:12]2[C:17]([CH:18]=1)=[CH:16][C:15](OC)=[CH:14][CH:13]=2.[C:24]1(=[O:30])[NH:28][C:27](=[O:29])[CH:26]=[CH:25]1>>[C:24]1(=[O:30])[C:25]2[CH:26]([CH2:8][CH2:9][CH:10]3[C:18]=2[C:17]2[CH:16]=[CH:15][CH:14]=[CH:13][C:12]=2[NH:11]3)[C:27](=[O:29])[NH:28]1. Procedure: Reaction of 2-{2-[2-(2-Chlorophenyl)ethenyl]-5-methoxy-1H-indol-1-yl}ethanol (III; Ar=2-chlorophenyl, R10═CH2CH2OH) (44) prepared according to example 41 with maleimide according to the procedure described in example 68 gave 4-(2-Chlorophenyl)-6-(2-hydroxyethyl)-9-methoxy-4,5,6,1 Oc-tetrahydropyrrolo[3,4-c]carbazole-1,3(2H, 3aH)-dione (IV; Ar=2-chlorophenyl, R10═CH2CH2OH) (45) in a 79% yield as an oily solid, which was used without further purification. The reactants are CO, CC(c1ccccc1)n1c(O)nc2c(Cl)nc3ccccc3c21, N. Yields the product CC(c1ccccc1)n1c(O)nc2c(N)nc3ccccc3c21. RXN SMILES: [CH3:25][OH:26].[Cl:1][c:2]1[n:3][c:4]2[cH:5][cH:6][cH:7][cH:8][c:9]2[c:10]2[c:11]1[n:12][c:13]([OH:23])[n:14]2[CH:15]([CH3:16])[c:17]1[cH:18][cH:19][cH:20][cH:21][cH:22]1.[NH3:24]>>[c:2]1([NH2:24])[n:3][c:4]2[cH:5][cH:6][cH:7][cH:8][c:9]2[c:10]2[c:11]1[n:12][c:13]([OH:23])[n:14]2[CH:15]([CH3:16])[c:17]1[cH:18][cH:19][cH:20][cH:21][cH:22]1.